This data is from the Open Reaction Database (ORD), a public repository of structured organic reaction records. The task is: describe an organic reaction: reactants, conditions, products, and yield Reaction SMILES: [Cl:1][c:2]1[cH:3][cH:4][c:5]([N:8]2[CH2:9][CH2:10][N:11]([c:14]3[n:15][c:16]([NH:24][CH:25]4[CH2:26][NH:27][CH2:28][CH2:29]4)[c:17]4[c:18]([n:19]3)[CH2:20][CH2:21][S:22]4=[O:23])[CH2:12][CH2:13]2)[cH:6][cH:7]1.[O:30]1[CH:31]([C:35](=[O:36])[OH:37])[CH2:32][CH2:33][CH2:34]1>>[Cl:1][c:2]1[cH:3][cH:4][c:5]([N:8]2[CH2:9][CH2:10][N:11]([c:14]3[n:15][c:16]([NH:24][CH:25]4[CH2:26][N:27]([C:35]([CH:31]5[O:30][CH2:34][CH2:33][CH2:32]5)=[O:36])[CH2:28][CH2:29]4)[c:17]4[c:18]([n:19]3)[CH2:20][CH2:21][S:22]4=[O:23])[CH2:12][CH2:13]2)[cH:6][cH:7]1. Reactants: O=S1CCc2nc(N3CCN(c4ccc(Cl)cc4)CC3)nc(NC3CCNC3)c21, O=C(O)C1CCCO1. Yields the product O=C(C1CCCO1)N1CCC(Nc2nc(N3CCN(c4ccc(Cl)cc4)CC3)nc3c2S(=O)CC3)C1.